This data is from the Open Reaction Database (ORD), a public repository of structured organic reaction records. The task is: describe an organic reaction: reactants, conditions, products, and yield The reactants are CCCCCCCCOc1ccc(C(=O)Oc2ccc(C(=O)O)cc2)cc1, CCCCCC(C)(F)C(=O)Oc1ccc(O)cc1. The product is CCCCCCCCOc1ccc(C(=O)Oc2ccc(C(=O)Oc3ccc(OC(=O)C(C)(F)CCCCC)cc3)cc2)cc1. Reaction SMILES: [CH2:1]([CH2:2][CH2:3][CH2:4][CH2:5][CH2:6][CH2:7][CH3:8])[O:9][c:10]1[cH:11][cH:12][c:13]([C:16](=[O:17])[O:18][c:19]2[cH:20][cH:21][c:22]([C:23](=[O:24])[OH:25])[cH:26][cH:27]2)[cH:14][cH:15]1.[F:28][C:29]([C:30](=[O:31])[O:32][c:33]1[cH:34][cH:35][c:36]([OH:39])[cH:37][cH:38]1)([CH2:40][CH2:41][CH2:42][CH2:43][CH3:44])[CH3:45]>>[CH2:1]([CH2:2][CH2:3][CH2:4][CH2:5][CH2:6][CH2:7][CH3:8])[O:9][c:10]1[cH:11][cH:12][c:13]([C:16](=[O:17])[O:18][c:19]2[cH:20][cH:21][c:22]([C:23](=[O:24])[O:25][c:36]3[cH:35][cH:34][c:33]([O:32][C:30]([C:29]([F:28])([CH2:40][CH2:41][CH2:42][CH2:43][CH3:44])[CH3:45])=[O:31])[cH:38][cH:37]3)[cH:26][cH:27]2)[cH:14][cH:15]1. Starting materials: CC(C)(C)OC(=O)CC(=O)OC(C)(C)C, C1CCOC1, O=[N+]([O-])c1ccc(F)c(F)c1Oc1cccc2ccccc12, [H-], [Na+]. The product is CC(C)(C)OC(=O)C(C(=O)OC(C)(C)C)c1ccc([N+](=O)[O-])c(Oc2cccc3ccccc23)c1F. RXN SMILES: [C:3]([CH2:4][C:5](=[O:6])[O:7][C:8]([CH3:9])([CH3:10])[CH3:11])(=[O:12])[O:13][C:14]([CH3:15])([CH3:16])[CH3:17].[CH2:40]1[O:41][CH2:42][CH2:43][CH2:44]1.[F:18][c:19]1[c:20]([O:29][c:30]2[cH:31][cH:32][cH:33][c:34]3[cH:35][cH:36][cH:37][cH:38][c:39]23)[c:21]([N+:26](=[O:27])[O-:28])[cH:22][cH:23][c:24]1[F:25].[H-:1].[Na+:2]>>[C:3]([CH:4]([C:5](=[O:6])[O:7][C:8]([CH3:9])([CH3:10])[CH3:11])[c:24]1[c:19]([F:18])[c:20]([O:29][c:30]2[cH:31][cH:32][cH:33][c:34]3[cH:35][cH:36][cH:37][cH:38][c:39]23)[c:21]([N+:26](=[O:27])[O-:28])[cH:22][cH:23]1)(=[O:12])[O:13][C:14]([CH3:15])([CH3:16])[CH3:17].